From a dataset of the Open Reaction Database (ORD), a public repository of structured organic reaction records. describe an organic reaction: reactants, conditions, products, and yield The reactants are C(C)(C)(C)OC(=O)N[C@H]1[C@@H]2[C@H](C3=CC=CC=C3C1)O2 ((±)-(1S,2R,3R)-3-tert-butoxycarbonylamino-1,2-epoxy-1,2,3,4-tetrahydro-naphthalene). The reagents and catalysts are [Ti] (titanium). Solvent: CO (methanol). Conditions: temperature 96 celsius. The product is C(C)(C)(C)OC(=O)N[C@H]1[C@H]([C@@H](C2=CC=CC=C2C1)OC(C)C)O ((±)-(1R,2R,3R)-3-Tert-butoxycarbonylamino-1,2,3,4-tetrahydro-1-isopropyloxy-2-naphthalenol). Isolated yield 94.9%. RXN SMILES: [C:1]([O:5][C:6]([NH:8][C@@H:9]1[CH2:18][C:17]2[C:12](=[CH:13][CH:14]=[CH:15][CH:16]=2)[C@@H:11]2[O:19][C@H:10]12)=[O:7])([CH3:4])([CH3:3])[CH3:2]>CO.[Ti]>[C:1]([O:5][C:6]([NH:8][C@@H:9]1[CH2:18][C:17]2[C:12](=[CH:13][CH:14]=[CH:15][CH:16]=2)[C@@H:11]([O:5][CH:1]([CH3:3])[CH3:2])[C@@H:10]1[OH:19])=[O:7])([CH3:2])([CH3:3])[CH3:4]. Reported procedure: Under argon to a solution of (±)-(1S,2R,3R)-3-tert-butoxycarbonylamino-1,2-epoxy-1,2,3,4-tetrahydro-naphthalene (96 mg) in methanol (4 ml) was added titanium isopropoxyde (0.19 ml). The mixture was warmed for 14 hours in an oil bath maintained at 96° C. Evaporation of the warm mixture under an argon flow gave a residue which was purified on a silica gel column (22 g, elution with ethyl acetate:cyclohexane, 1:4). After evaporation of solvents was recovered an oil which was crystallized from a pen... Reactants: CSc1sc(C(=N)NC(=O)OC(C)(C)C)cc1S(=O)(=O)c1cccc(B(O)O)c1, O=C([O-])[O-], Cc1ccccc1, Cc1ccc2c(ncn2COCC[Si](C)(C)C)c1I, [Na+], [Na+], O, c1ccc(P(c2ccccc2)(c2ccccc2)[Pd](P(c2ccccc2)(c2ccccc2)c2ccccc2)(P(c2ccccc2)(c2ccccc2)c2ccccc2)P(c2ccccc2)(c2ccccc2)c2ccccc2)cc1. Yields the product CSc1sc(C(=N)NC(=O)OC(C)(C)C)cc1S(=O)(=O)c1cccc(-c2c(C)ccc3c2ncn3COCC[Si](C)(C)C)c1. As a reaction SMILES: [C:1]([CH3:2])([CH3:3])([CH3:4])[O:5][C:6]([NH:7][C:8](=[NH:9])[c:10]1[s:11][c:12]([S:27][CH3:28])[c:13]([S:15](=[O:16])(=[O:17])[c:18]2[cH:19][c:20]([B:24]([OH:25])[OH:26])[cH:21][cH:22][cH:23]2)[cH:14]1)=[O:29].[C:49](=[O:50])([O-:51])[O-:52].[CH3:55][c:56]1[cH:57][cH:58][cH:59][cH:60][cH:61]1.[I:30][c:31]1[c:32]([CH3:48])[cH:33][cH:34][c:35]2[n:36]([CH2:40][O:41][CH2:42][CH2:43][Si:44]([CH3:45])([CH3:46])[CH3:47])[cH:37][n:38][c:39]12.[Na+:53].[Na+:54].[OH2:139].[cH:62]1[cH:63][cH:64][c:65]([P:66]([Pd:67]([P:68]([c:69]2[cH:70][cH:71][cH:72][cH:73][cH:74]2)([c:75]2[cH:76][cH:77][cH:78][cH:79][cH:80]2)[c:81]2[cH:82][cH:83][cH:84][cH:85][cH:86]2)([P:87]([c:88]2[cH:89][cH:90][cH:91][cH:92][cH:93]2)([c:94]2[cH:95][cH:96][cH:97][cH:98][cH:99]2)[c:100]2[cH:101][cH:102][cH:103][cH:104][cH:105]2)[P:106]([c:107]2[cH:108][cH:109][cH:110][cH:111][cH:112]2)([c:113]2[cH:114][cH:115][cH:116][cH:117][cH:118]2)[c:119]2[cH:120][cH:121][cH:122][cH:123][cH:124]2)([c:125]2[cH:126][cH:127][cH:128][cH:129][cH:130]2)[c:131]2[cH:132][cH:133][cH:134][cH:135][cH:136]2)[cH:137][cH:138]1>>[C:1]([CH3:2])([CH3:3])([CH3:4])[O:5][C:6]([NH:7][C:8](=[NH:9])[c:10]1[s:11][c:12]([S:27][CH3:28])[c:13]([S:15](=[O:16])(=[O:17])[c:18]2[cH:19][c:20](-[c:31]3[c:32]([CH3:48])[cH:33][cH:34][c:35]4[n:36]([CH2:40][O:41][CH2:42][CH2:43][Si:44]([CH3:45])([CH3:46])[CH3:47])[cH:37][n:38][c:39]34)[cH:21][cH:22][cH:23]2)[cH:14]1)=[O:29]. The reactants are C(OOC(C(C)C)OC(C(C)C)=O)(SC)=O (O-(1-Isobutanoyloxyisobutoxy) S-methyl thiocarbonate), C1(CCCCC1)C(=O)O (cyclohexanecarboxylic acid). Product: C(OOC(C(C)C)OC(=O)C1CCCCC1)(SC)=O (O-(1-cyclohexanoyloxyisobutoxy) S-methyl thiocarbonate). Reaction SMILES: [C:1](=[O:16])([S:14][CH3:15])[O:2][O:3][CH:4]([O:8][C:9](=[O:13])[CH:10]([CH3:12])[CH3:11])[CH:5]([CH3:7])[CH3:6].[CH:17]1(C(O)=O)[CH2:22]CCC[CH2:18]1>>[C:1](=[O:16])([S:14][CH3:15])[O:2][O:3][CH:4]([O:8][C:9]([CH:10]1[CH2:11][CH2:22][CH2:17][CH2:18][CH2:12]1)=[O:13])[CH:5]([CH3:7])[CH3:6]. Procedure: Following the procedures for synthesizing O-(1-isobutanoyloxyisobutoxy) S-methyl thiocarbonate (11) and replacing isobutyric acid with cyclohexanecarboxylic acid affords O-(1-cyclohexanoyloxyisobutoxy) S-methyl thiocarbonate (16) as an oil. The reactants are ClCCOC1=C(C=C2C(=C(C=NC2=C1)C#N)NC1=CC=C2C=NNC2=C1)OC (7-(2-chloro-ethoxy)-4-(1H-indazol-6-ylamino)-6-methoxy-quinoline-3-carbonitrile), CN1CCNCC1 (1-methylpiperazine), [I-].[Na+] (sodium iodide), CCOCC (ether). Solvent: COCCOC (DME). Conditions: temperature 135 celsius. Yields the product N1N=CC2=CC=C(C=C12)NC1=C(C=NC2=CC(=C(C=C12)OC)OCCN1CCN(CC1)C)C#N (4-(1H-Indazol-6-ylamino)-6-methoxy-7-[2-(4-methyl-piperazin-1-yl)-ethoxy]-quinoline-3-carbonitrile). Yield: 51.5%. RXN SMILES: Cl[CH2:2][CH2:3][O:4][C:5]1[CH:14]=[C:13]2[C:8]([C:9]([NH:17][C:18]3[CH:26]=[C:25]4[C:21]([CH:22]=[N:23][NH:24]4)=[CH:20][CH:19]=3)=[C:10]([C:15]#[N:16])[CH:11]=[N:12]2)=[CH:7][C:6]=1[O:27][CH3:28].[CH3:29][N:30]1[CH2:35][CH2:34][NH:33][CH2:32][CH2:31]1.[I-].[Na+].CCOCC>COCCOC>[NH:24]1[C:25]2[C:21](=[CH:20][CH:19]=[C:18]([NH:17][C:9]3[C:8]4[C:13](=[CH:14][C:5]([O:4][CH2:3][CH2:2][N:33]5[CH2:34][CH2:35][N:30]([CH3:29])[CH2:31][CH2:32]5)=[C:6]([O:27][CH3:28])[CH:7]=4)[N:12]=[CH:11][C:10]=3[C:15]#[N:16])[CH:26]=2)[CH:22]=[N:23]1 |f:2.3|. Procedure details: A reaction mixture of 196.5 mg (0.5 mmol) of the 7-(2-chloro-ethoxy)-4-(1H-indazol-6-ylamino)-6-methoxy-quinoline-3-carbonitrile, 500.9 mg (5 mmol) of 1-methylpiperazine and 74.5 mg (0.5 mmol) of sodium iodide in 10 mL of DME was heated at 135° C. for 15 hr under N2 in a sealed tube. After cooling, the solvent was removed and the residue was taken into 15 mL of brine. The aqueous solution was extracted with 15% methanol/methylene chloride. The organic solvent was dried over Na2SO4 and filtered. ... Starting materials: C[Si](C)(C)Cl, CO, COc1cc(C(=O)c2c(NCC(=O)O)oc3c(O)c(OC)ccc23)cc(OC)c1OC. Product: COC(=O)CNc1oc2c(O)c(OC)ccc2c1C(=O)c1cc(OC)c(OC)c(OC)c1. Reaction SMILES: [CH3:32][Si:33]([Cl:34])([CH3:35])[CH3:36].[CH3:37][OH:38].[OH:1][c:2]1[c:3]([O:30][CH3:31])[cH:4][cH:5][c:6]2[c:7]([C:16]([c:17]3[cH:18][c:19]([O:27][CH3:28])[c:20]([O:25][CH3:26])[c:21]([O:23][CH3:24])[cH:22]3)=[O:29])[c:8]([NH:11][CH2:12][C:13](=[O:14])[OH:15])[o:9][c:10]12>>[OH:1][c:2]1[c:3]([O:30][CH3:31])[cH:4][cH:5][c:6]2[c:7]([C:16]([c:17]3[cH:18][c:19]([O:27][CH3:28])[c:20]([O:25][CH3:26])[c:21]([O:23][CH3:24])[cH:22]3)=[O:29])[c:8]([NH:11][CH2:12][C:13]([O:14][CH3:32])=[O:15])[o:9][c:10]12. Starting materials: CC(c1ccc(Br)cc1)N1CCC(CCC(N)=O)(c2ccccc2)OC1=O, COc1ccc(B(O)O)cn1. Yields the product COc1ccc(-c2ccc(C(C)N3CCC(CCC(N)=O)(c4ccccc4)OC3=O)cc2)cn1. Reaction SMILES: [Br:1][c:2]1[cH:3][cH:4][c:5]([CH:8]([CH3:9])[N:10]2[C:11](=[O:27])[O:12][C:13]([c:16]3[cH:17][cH:18][cH:19][cH:20][cH:21]3)([CH2:22][CH2:23][C:24](=[O:25])[NH2:26])[CH2:14][CH2:15]2)[cH:6][cH:7]1.[CH3:28][O:29][c:30]1[cH:31][cH:32][c:33]([B:36]([OH:37])[OH:38])[cH:34][n:35]1>>[c:2]1(-[c:33]2[cH:32][cH:31][c:30]([O:29][CH3:28])[n:35][cH:34]2)[cH:3][cH:4][c:5]([CH:8]([CH3:9])[N:10]2[C:11](=[O:27])[O:12][C:13]([c:16]3[cH:17][cH:18][cH:19][cH:20][cH:21]3)([CH2:22][CH2:23][C:24](=[O:25])[NH2:26])[CH2:14][CH2:15]2)[cH:6][cH:7]1. The reactants are [BH4-], C1CCCCC1, CCO, [Na+], Cc1nn(-c2ccccn2)c2c1C(=O)CC(C)(C)C2. Product: Cc1nn(-c2ccccn2)c2c1C(O)CC(C)(C)C2. Reaction SMILES: [BH4-:1].[CH2:22]1[CH2:23][CH2:24][CH2:25][CH2:26][CH2:27]1.[CH3:28][CH2:29][OH:30].[Na+:2].[n:3]1[c:4](-[n:9]2[n:10][c:11]([CH3:21])[c:12]3[c:17]2[CH2:16][C:15]([CH3:18])([CH3:19])[CH2:14][C:13]3=[O:20])[cH:5][cH:6][cH:7][cH:8]1>>[n:3]1[c:4](-[n:9]2[n:10][c:11]([CH3:21])[c:12]3[c:17]2[CH2:16][C:15]([CH3:18])([CH3:19])[CH2:14][CH:13]3[OH:20])[cH:5][cH:6][cH:7][cH:8]1. The reactants are C(C1=CC=CC=C1)OC1=C(C=C(C=C1)[C@H](CBr)O[Si](C)(C)C(C)(C)C)CO ([2-(benzyloxy)-5-((1R)-2-bromo-1-{[tert-butyl(dimethyl)silyl]oxy}ethyl) phenyl]methanol), C12(CC3CC(CC(C1)C3)C2)NC(CC2=CC(=CC=C2)C[C@@H](C)N)=O (N-1-adamantyl-2-{3-[(2R)-2-aminopropyl]pheny}acetamide). Reaction conditions: temperature 90 celsius. Product: N (ammonia), C12(CC3CC(CC(C1)C3)C2)NC(CC2=CC(=CC=C2)C[C@@H](C)NC[C@H](O)C2=CC(=C(C=C2)OCC2=CC=CC=C2)CO)=O (N-1-Adamantyl-2-{3-[(2R)-2-({(2R)-2-[4-(benzyloxy)-3-(hydroxymethyl)phenyl]-2-hydroxyethyl}amino)propyl]phenyl}acetamide). RXN SMILES: [CH2:1]([O:8][C:9]1[CH:14]=[CH:13][C:12]([C@@H:15]([O:18][Si](C(C)(C)C)(C)C)[CH2:16]Br)=[CH:11][C:10]=1[CH2:26][OH:27])[C:2]1[CH:7]=[CH:6][CH:5]=[CH:4][CH:3]=1.[C:28]12([NH:38][C:39](=[O:51])[CH2:40][C:41]3[CH:46]=[CH:45][CH:44]=[C:43]([CH2:47][C@H:48]([NH2:50])[CH3:49])[CH:42]=3)[CH2:37][CH:32]3[CH2:33][CH:34]([CH2:36][CH:30]([CH2:31]3)[CH2:29]1)[CH2:35]2>>[NH3:38].[C:28]12([NH:38][C:39](=[O:51])[CH2:40][C:41]3[CH:46]=[CH:45][CH:44]=[C:43]([CH2:47][C@H:48]([NH:50][CH2:16][C@@H:15]([C:12]4[CH:13]=[CH:14][C:9]([O:8][CH2:1][C:2]5[CH:3]=[CH:4][CH:5]=[CH:6][CH:7]=5)=[C:10]([CH2:26][OH:27])[CH:11]=4)[OH:18])[CH3:49])[CH:42]=3)[CH2:29][CH:30]3[CH2:36][CH:34]([CH2:33][CH:32]([CH2:31]3)[CH2:37]1)[CH2:35]2. Procedure: A mixture of [2-(benzyloxy)-5-((1R)-2-bromo-1-{[tert-butyl(dimethyl)silyl]oxy}ethyl) phenyl]methanol (preparation 23), (900 mg, 2 mmol) and N-1-adamantyl-2-{3-[(2R)-2-aminopropyl]pheny}acetamide (preparation 163), (1.3 g, 4 mmol) were heated at 90° C. for 24 hours. The reaction mixture was then cooled to room temperature and the crude product was purified by column chromatography on silica gel, eluting with dichloromethane:methanol:0.88 ammonia, 95:5:0.5, to afford the title compound as a pale f...